This data is from the Open Reaction Database (ORD), a public repository of structured organic reaction records. The task is: describe an organic reaction: reactants, conditions, products, and yield Reactants: FC(C(=O)O)(F)F (Trifluoroacetic acid), C(C)OC(=O)C=1C=C(C=CC1)C1=CC=C(C=C1)OCC1=CC=CC=C1 (4′-Benzyloxy-biphenyl-3-carboxylic acid ethyl ester), Cl (hydrochloric acid). Reagents/catalysts: [OH-].[OH-].[Pd+2] (palladium hydroxide on carbon), [Pd] (palladium on carbon). Run in C(C)O.C(C)(=O)OCC (ethanol ethyl acetate). Conditions: time 2 hour. The product is C(C)OC(=O)C=1C=C(C=CC1)C1=CC=C(C=C1)O (4′-Hydroxy-biphenyl-3-carboxylic Acid Ethyl Ester). Isolated yield 95.4%. As a reaction SMILES: [CH2:1]([O:3][C:4]([C:6]1[CH:7]=[C:8]([C:12]2[CH:17]=[CH:16][C:15]([O:18]CC3C=CC=CC=3)=[CH:14][CH:13]=2)[CH:9]=[CH:10][CH:11]=1)=[O:5])[CH3:2].Cl.FC(F)(F)C(O)=O>C(O)C.C(OCC)(=O)C.[Pd].[OH-].[OH-].[Pd+2]>[CH2:1]([O:3][C:4]([C:6]1[CH:7]=[C:8]([C:12]2[CH:13]=[CH:14][C:15]([OH:18])=[CH:16][CH:17]=2)[CH:9]=[CH:10][CH:11]=1)=[O:5])[CH3:2] |f:3.4,6.7.8|. Procedure: To a solution of 4′-Benzyloxy-biphenyl-3-carboxylic acid ethyl ester (2.3 g) in ethanol/ethyl acetate (3:1) (200 mL) is added 5% palladium on carbon (300 mg). The reaction mixture is placed under an atmosphere of hydrogen (55 psi) and is shaken on a Parr apparatus for 2 h. Concentrated hydrochloric acid (0.3 mL) is added to the reaction mixture. The reaction mixture is allowed to proceed for an additional 10 h. Trifluoroacetic acid (1 mL) and 20% palladium hydroxide on carbon (300 mg) are added ... The reactants are N1=C(C=CC=C1)NC1=C(C=CC=C1)N (N-(2-pyridyl)-o-phenylenediamine), COC1=C(C=CC(=O)Cl)C=CC=C1 (2-methoxycinnamoyl chloride), C(C(=O)O)(=O)O (oxalic acid), N1=C(C=CC=C1)N1C(=NC2=C1C=CC=C2)\C=C\C2=CC=CC=C2 ((E)-1-(2-pyridyl)-2-styryl-1H-benzimidazole). Solvent: C(C)(=O)OCC (ethyl acetate). Yields the product C(C(=O)O)(=O)O.COC1=C(/C=C/C2=NC3=C(N2C2=NC=CC=C2)C=CC=C3)C=CC=C1 ((E)-2-Methoxystyryl-1-(2-pyridyl)-1H-benzimidazole oxalate). RXN SMILES: [N:1]1[CH:6]=[CH:5][CH:4]=[CH:3][C:2]=1[NH:7][C:8]1[CH:13]=[CH:12][CH:11]=[CH:10][C:9]=1[NH2:14].[CH3:15][O:16][C:17]1[CH:27]=[CH:26][CH:25]=[CH:24][C:18]=1[CH:19]=[CH:20][C:21](Cl)=O.N1C=CC=CC=1N1C2C=CC=CC=2N=C1/C=C/C1C=CC=CC=1.[C:51]([OH:56])(=[O:55])[C:52]([OH:54])=[O:53]>C(OCC)(=O)C>[C:51]([OH:56])(=[O:55])[C:52]([OH:54])=[O:53].[CH3:15][O:16][C:17]1[CH:27]=[CH:26][CH:25]=[CH:24][C:18]=1/[CH:19]=[CH:20]/[C:21]1[N:7]([C:2]2[CH:3]=[CH:4][CH:5]=[CH:6][N:1]=2)[C:8]2[CH:13]=[CH:12][CH:11]=[CH:10][C:9]=2[N:14]=1 |f:5.6|. Procedure details: Free base of the titled compound was prepared from N-(2-pyridyl)-o-phenylenediamine and 2-methoxycinnamoyl chloride (Vallaerda, J.; Appelberg, U.; Csoeregh, I.; Hacksell, U. J. Chem. Soc. Perkin Trans. I; 1994, 17, 461) according to the preparation of (E)-1-(2-pyridyl)-2-styryl-1H-benzimidazole (Example 1, method A). The free base and oxalic acid were dissolved into ethyl acetate. Concentration and recrystallization from ethyl acetate/n-hexane yielded the titled compound. MW: 417.42; mp: 123.0-1... The reactants are CCOC(C)=O, CO, ClCCl, [NH4+], [OH-], NC1CCCc2ccoc21. Product: CC(=O)NC1CCCc2ccoc21. As a reaction SMILES: [CH3:11][CH2:12][O:13][C:14]([CH3:15])=[O:16].[CH3:22][OH:23].[Cl:19][CH2:20][Cl:21].[NH4+:18].[OH-:17].[o:1]1[cH:2][cH:3][c:4]2[c:5]1[CH:6]([NH2:10])[CH2:7][CH2:8][CH2:9]2>>[o:1]1[cH:2][cH:3][c:4]2[c:5]1[CH:6]([NH:10][C:12]([CH3:11])=[O:13])[CH2:7][CH2:8][CH2:9]2. Reaction SMILES: [Cl:1][C:2]1[CH:7]=[C:6](Cl)[N:5]=[CH:4][N:3]=1.[C:9]1(B(O)O)[CH:14]=[CH:13][CH:12]=[CH:11][CH:10]=1.C1(P(C2CCCCC2)C2CCCCC2)CCCCC1.C(=O)([O-])[O-].[Cs+].[Cs+]>C1C=CC(/C=C/C(/C=C/C2C=CC=CC=2)=O)=CC=1.C1C=CC(/C=C/C(/C=C/C2C=CC=CC=2)=O)=CC=1.C1C=CC(/C=C/C(/C=C/C2C=CC=CC=2)=O)=CC=1.[Pd].[Pd].O1CCOCC1>[Cl:1][C:2]1[CH:7]=[C:6]([C:9]2[CH:14]=[CH:13][CH:12]=[CH:11][CH:10]=2)[N:5]=[CH:4][N:3]=1 |f:3.4.5,6.7.8.9.10|. Reported procedure: Into a recovery flask equipped with a reflux pipe, 3.35 g of 4,6-dichloropyrimidine, 3.02 g of phenylboronic acid, 1.7 mL of tricyclohexylphosphine (abbreviation: PCy3), 14.7 g of cesium carbonate, 0.31 g of tris(dibenzylideneacetone)dipalladium(0) (abbreviation: Pd2(dba)3), and 30 mL of dioxane were put, and the air in the flask was replaced by argon. This reaction container was heated by irradiation with microwaves (2.45 GHz, 120 W) for 60 minutes. The solvent of this reaction solution was dis... Yield: 34.0%. Reactants: ClC1=NC=NC(=C1)Cl (4,6-dichloropyrimidine), C1(=CC=CC=C1)B(O)O (phenylboronic acid), C1(CCCCC1)P(C1CCCCC1)C1CCCCC1 (tricyclohexylphosphine), C([O-])([O-])=O.[Cs+].[Cs+] (cesium carbonate). Yields the product ClC1=NC=NC(=C1)C1=CC=CC=C1 (4-chloro-6-phenylpyrimidine). The solvent is O1CCOCC1 (dioxane). Reagents/catalysts: C=1C=CC(=CC1)/C=C/C(=O)/C=C/C2=CC=CC=C2.C=1C=CC(=CC1)/C=C/C(=O)/C=C/C2=CC=CC=C2.C=1C=CC(=CC1)/C=C/C(=O)/C=C/C2=CC=CC=C2.[Pd].[Pd] (tris(dibenzylideneacetone)dipalladium(0)). The reactants are C=1C=CN2C1CN(C1=C(C2)C=CC=C1)C(=O)C1=CC(=C(C=C1)C1=C(C(CCC1)O)C)C (Racemic (10,11-Dihydro-5H-pyrrolo[2,1-c][1,4]benzodiazepin-10-yl)-[4-(3-hydroxy-2-methyl-cyclohex-1-en-1-yl)-3-methyl-phenyl]-methanone), C(C)O (ethanol). Solvent: CCCCCC (hexane). Product: C=1C=CN2C1CN(C1=C(C2)C=CC=C1)C(=O)C1=CC(=C(C=C1)C1=C([C@H](CCC1)O)C)C ((10,11-Dihydro-5H-pyrrolo-[2,1-c][1,4]benzodiazepin-10-yl)-[4-((3S)-3-hydroxy-2-methyl-cyclohex-1-en-1-yl)-3-methyl-phenyl]-methanone). RXN SMILES: [CH:1]1[CH:2]=[CH:3][N:4]2[CH2:10][C:9]3[CH:11]=[CH:12][CH:13]=[CH:14][C:8]=3[N:7]([C:15]([C:17]3[CH:22]=[CH:21][C:20]([C:23]4[CH2:28][CH2:27][CH2:26][CH:25]([OH:29])[C:24]=4[CH3:30])=[C:19]([CH3:31])[CH:18]=3)=[O:16])[CH2:6][C:5]=12.C(O)C>CCCCCC>[CH:1]1[CH:2]=[CH:3][N:4]2[CH2:10][C:9]3[CH:11]=[CH:12][CH:13]=[CH:14][C:8]=3[N:7]([C:15]([C:17]3[CH:22]=[CH:21][C:20]([C:23]4[CH2:28][CH2:27][CH2:26][C@H:25]([OH:29])[C:24]=4[CH3:30])=[C:19]([CH3:31])[CH:18]=3)=[O:16])[CH2:6][C:5]=12. Procedure details: Racemic (10,11-Dihydro-5H-pyrrolo[2,1-c][1,4]benzodiazepin-10-yl)-[4-(3-hydroxy-2-methyl-cyclohex-1-en-1-yl)-3-methyl-phenyl]-methanone of Example 5 was subjected to chiral HPLC (Chiralpak AD, 21.1×250 mm, 50% ethanol in hexane). The second peak which eluted displayed a negative optical rotation and was arbitrarily assigned the (S)-configuration. The title compound was isolated as a white solid, [α]D=−36.69 (c=1.0, chloroform). The reactants are CC(C)(C)CC(=O)Cl, CCN1C(=O)C(C)(C)c2cc3[nH]c(-c4n[nH]cc4N)nc3cc21. Product: CCN1C(=O)C(C)(C)c2cc3[nH]c(-c4n[nH]cc4NC(=O)CC(C)(C)C)nc3cc21. Reaction SMILES: [C:24]([CH3:25])([CH3:26])([CH3:27])[CH2:28][C:29](=[O:30])[Cl:31].[NH2:1][c:2]1[c:3](-[c:7]2[n:8][c:9]3[c:10]([cH:11][c:12]4[c:16]([cH:17]3)[N:15]([CH2:18][CH3:19])[C:14](=[O:20])[C:13]4([CH3:21])[CH3:22])[nH:23]2)[n:4][nH:5][cH:6]1>>[NH:1]([c:2]1[c:3](-[c:7]2[n:8][c:9]3[c:10]([cH:11][c:12]4[c:16]([cH:17]3)[N:15]([CH2:18][CH3:19])[C:14](=[O:20])[C:13]4([CH3:21])[CH3:22])[nH:23]2)[n:4][nH:5][cH:6]1)[C:29]([CH2:28][C:24]([CH3:25])([CH3:26])[CH3:27])=[O:30]. The reactants are CCC(=O)Cl, O=C(NCC1CNCCO1)c1c[nH]c2c(-c3c(OCC4CC4)ccc4c3OCO4)ncnc12. Yields the product CCC(=O)N1CCOC(CNC(=O)c2c[nH]c3c(-c4c(OCC5CC5)ccc5c4OCO5)ncnc23)C1. As a reaction SMILES: [C:34]([CH2:35][CH3:36])(=[O:37])[Cl:38].[O:1]1[CH:2]([CH2:7][NH:8][C:9](=[O:10])[c:11]2[cH:12][nH:13][c:14]3[c:15]2[n:16][cH:17][n:18][c:19]3-[c:20]2[c:21]([O:29][CH2:30][CH:31]3[CH2:32][CH2:33]3)[cH:22][cH:23][c:24]3[c:28]2[O:27][CH2:26][O:25]3)[CH2:3][NH:4][CH2:5][CH2:6]1>>[O:1]1[CH:2]([CH2:7][NH:8][C:9](=[O:10])[c:11]2[cH:12][nH:13][c:14]3[c:15]2[n:16][cH:17][n:18][c:19]3-[c:20]2[c:21]([O:29][CH2:30][CH:31]3[CH2:32][CH2:33]3)[cH:22][cH:23][c:24]3[c:28]2[O:27][CH2:26][O:25]3)[CH2:3][N:4]([C:34]([CH2:35][CH3:36])=[O:37])[CH2:5][CH2:6]1.